This data is from the Open Reaction Database (ORD), a public repository of structured organic reaction records. The task is: describe an organic reaction: reactants, conditions, products, and yield The reactants are COc1cc(C(=O)N2CCC(CCOS(C)(=O)=O)(c3ccc(Cl)c(Cl)c3)C2)cc(OC)c1OC, O=C(O)C1(c2ccccc2)CCNCC1. Yields the product COc1cc(C(=O)N2CCC(CCN3CCC(C(=O)O)(c4ccccc4)CC3)(c3ccc(Cl)c(Cl)c3)C2)cc(OC)c1OC. Reaction SMILES: [CH3:1][O:2][c:3]1[cH:4][c:5]([C:6](=[O:7])[N:8]2[CH2:9][C:10]([CH2:13][CH2:14][O:15][S:16]([CH3:17])(=[O:18])=[O:19])([c:20]3[cH:21][c:22]([Cl:27])[c:23]([Cl:26])[cH:24][cH:25]3)[CH2:11][CH2:12]2)[cH:28][c:29]([O:33][CH3:34])[c:30]1[O:31][CH3:32].[c:35]1([C:41]2([C:47](=[O:48])[OH:49])[CH2:42][CH2:43][NH:44][CH2:45][CH2:46]2)[cH:36][cH:37][cH:38][cH:39][cH:40]1>>[CH3:1][O:2][c:3]1[cH:4][c:5]([C:6](=[O:7])[N:8]2[CH2:9][C:10]([CH2:13][CH2:14][N:44]3[CH2:43][CH2:42][C:41]([c:35]4[cH:36][cH:37][cH:38][cH:39][cH:40]4)([C:47](=[O:48])[OH:49])[CH2:46][CH2:45]3)([c:20]3[cH:21][c:22]([Cl:27])[c:23]([Cl:26])[cH:24][cH:25]3)[CH2:11][CH2:12]2)[cH:28][c:29]([O:33][CH3:34])[c:30]1[O:31][CH3:32]. Starting materials: O (Water), ClC1=CC(=C(N=N1)CNCC(C)C)CCC ((6-chloro-4-propyl-pyridazin-3-ylmethyl)-isobutyl-amine), FC1=CC=CC(=N1)C(=O)O (6-fluoro-pyridine-2-carboxylic acid), CCN=C=NCCCN(C)C (EDCI). The reagents and catalysts are CN(C)C=1C=CN=CC1 (DMAP). The solvent is C(Cl)Cl (CH2Cl2). Conditions: time 8 hour. Yields the product ClC1=CC(=C(N=N1)CN(C(=O)C1=NC(=CC=C1)F)CC(C)C)CCC (6-Fluoro-pyridine-2-carboxylic acid (6-chloro-4-propyl-pyridazin-3-ylmethyl)-isobutyl-amide). RXN SMILES: [Cl:1][C:2]1[N:7]=[N:6][C:5]([CH2:8][NH:9][CH2:10][CH:11]([CH3:13])[CH3:12])=[C:4]([CH2:14][CH2:15][CH3:16])[CH:3]=1.[F:17][C:18]1[N:23]=[C:22]([C:24](O)=[O:25])[CH:21]=[CH:20][CH:19]=1.CCN=C=NCCCN(C)C.O>C(Cl)Cl.CN(C1C=CN=CC=1)C>[Cl:1][C:2]1[N:7]=[N:6][C:5]([CH2:8][N:9]([CH2:10][CH:11]([CH3:12])[CH3:13])[C:24]([C:22]2[CH:21]=[CH:20][CH:19]=[C:18]([F:17])[N:23]=2)=[O:25])=[C:4]([CH2:14][CH2:15][CH3:16])[CH:3]=1. Procedure details: To a stirred solution of (6-chloro-4-propyl-pyridazin-3-ylmethyl)-isobutyl-amine (940 mg, 3.89 mmol) and 6-fluoro-pyridine-2-carboxylic acid (663 mg, 4.7 mmol) in CH2Cl2 (10 ml) is added EDCI (783 mg, 4.7 mmol) and DMAP (244 mg, 2 mmol). The mixture is stirred at room temperature overnight. Water (10 ml) is added and the layers are separated. The organic layer is washed with brine (10 ml), then dried (Na2SO4) and evaporated. Flash column purification of the residue (2:1 of hexane: ethyl acetate)... Reactants: phenyl magnesium bromide ether, ClC1=NC(=CC=C1)OC (2-chloro-6-methoxypyridine), C(C)OCC (diethyl ether), CCOCC (ether), [Cl-].[NH4+] (ammonium chloride). Reagents/catalysts: [Ni](Cl)Cl.C1(=CC=CC=C1)P(CCCP(C1=CC=CC=C1)C1=CC=CC=C1)C1=CC=CC=C1 (1,3-bis(diphenylphosphino)propane nickel (II) chloride). Yields the product COC1=NC(=CC=C1)C1=CC=CC=C1 (2-methoxy-6-phenylpyridine). As a reaction SMILES: Cl[C:2]1[CH:7]=[CH:6][CH:5]=[C:4]([O:8][CH3:9])[N:3]=1.[Cl-].[NH4+].C(O[CH2:15][CH3:16])C>[Ni](Cl)Cl.C1(P(C2C=CC=CC=2)CCCP(C2C=CC=CC=2)C2C=CC=CC=2)C=CC=CC=1>[CH3:9][O:8][C:4]1[CH:5]=[CH:6][CH:7]=[C:2]([C:16]2[CH:15]=[CH:7][CH:6]=[CH:5][CH:4]=2)[N:3]=1 |f:1.2,4.5|. Procedure details: An ether (30 ml) solution of phenyl magnesium bromide ether solution (12.3 ml, 3.0 M, 37.0 mmol) was dropwise added to a mixture of 2-chloro-6-methoxypyridine (4.4 ml, 37.0 mmol), 1,3-bis(diphenylphosphino)propane nickel (II) chloride (228 mg) and diethyl ether (40 ml) at room temperature while 30 minutes. Thereafter, this reaction mixture was stirred under reflux for 1 hour, then the mixture was poured into an aqueous ammonium chloride solution, an organic layer was separated, furthermore an aq... The reactants are N(=O)[O-].[Na+] (sodium nitrite), C(C1=CC=CO1)=O (furfural), C(C)(C)C1=CC=C(N)C=C1 (4-isopropylaniline), Cl (hydrochloric acid), CuCl2. The solvent is O (water), O (H2O), O (water), C(C)#N (acetonitrile), O (water). Conditions: temperature 5 celsius, time 1 hour. Product: CC(C)C1=CC=C(C=C1)C1=CC=C(O1)C=O (5-[4-(1-methylethyl)phenyl]-2-furancarboxaldehyde), oil. Isolated yield 16.0%. As a reaction SMILES: [CH:1]([C:4]1[CH:10]=[CH:9][C:7](N)=[CH:6][CH:5]=1)([CH3:3])[CH3:2].Cl.N([O-])=O.[Na+].[CH:16](=[O:22])[C:17]1[O:21][CH:20]=[CH:19][CH:18]=1>O.C(#N)C>[CH3:2][CH:1]([C:4]1[CH:10]=[CH:9][C:7]([C:20]2[O:21][C:17]([CH:16]=[O:22])=[CH:18][CH:19]=2)=[CH:6][CH:5]=1)[CH3:3] |f:2.3|. Procedure details: & B. A mixture of 100 g (0.74 mole) of 4-isopropylaniline (Aldrich Chemical Co.), 100 ml of water, and 200 ml of concentrated hydrochloric acid, was cooled at 5° C. and treated dropwise with a solution of 52 g (0.75 mole) of sodium nitrite in 150 ml of water. The mixture was kept at 5° C. for 1 hour. A solution of 90 g (0.94 mole) of furfural in 150 ml of acetonitrile was added all at once followed by a solution of 30 g of CuCl2.×H2O in 125 ml of water. The reaction mixture was stirred overnight... The reactants are BrC1=CC2=C(NC(OC2=O)=O)C=C1 (6-Bromo-1H-benzo[d][1,3]oxazine-2,4-dione), [NH4+].[OH-] (NH4OH). Reaction conditions: time 3 day. Yields the product NC1=C(C(=O)N)C=C(C=C1)Br (2-Amino-5-bromo-benzamide). As a reaction SMILES: [Br:1][C:2]1[CH:13]=[CH:12][C:5]2[NH:6]C(=O)[O:8][C:9](=O)[C:4]=2[CH:3]=1.[NH4+:14].[OH-]>>[NH2:6][C:5]1[CH:12]=[CH:13][C:2]([Br:1])=[CH:3][C:4]=1[C:9]([NH2:14])=[O:8] |f:1.2|. Procedure details: 6-Bromo-1H-benzo[d][1,3]oxazine-2,4-dione (56.0 g, 230 mmol) was suspended in 1 N aq. NH4OH (600 mL, 2.6 equivalents), and the suspension was stirred 3 d at room temperature. After filtration, the collected solid was washed with water and subsequently dissolved in tetrahydrofuran. This solution was filtered, evaporated to dryness, and dried by repeated azeotropic distillation with toluene. The solid was suspended in CH2Cl2, filtered, and washed once with CH2Cl2 yielding 35.4 g (71.2%) of 2-amino... Reactants: C(C)C=1C(OCC(C1)CC)O (3,5-Diethyl-5,6-dihydro-2H-2-pyranol), [H][H] (hydrogen). The reagents and catalysts are [Ni] (Raney nickel). The solvent is O (water). The product is C(C)C(CO)CC(CO)CC (2,4-diethyl-1,5-pentanediol). As a reaction SMILES: [CH2:1]([C:3]1[CH:4]([OH:11])[O:5][CH2:6][CH:7]([CH2:9][CH3:10])[CH:8]=1)[CH3:2].[H][H]>[Ni].O>[CH2:1]([CH:3]([CH2:8][CH:7]([CH2:9][CH3:10])[CH2:6][OH:5])[CH2:4][OH:11])[CH3:2]. Procedure details: 3,5-Diethyl-5,6-dihydro-2H-2-pyranol obtained in Example 3 (5 g) was put into a 100-ml autoclave together with 0.25 g of Raney nickel and 0.5 ml of water, followed by stirring at 120° C. for 5 hours at a hydrogen pressure of 30 kg/cm2. After the catalyst was filtered off from the reaction mixture, water was distilled under reduced pressure to obtain 2,4-diethyl-1,5-pentanediol quantitatively.